The task is: describe an organic reaction: reactants, conditions, products, and yield. This data is from the Open Reaction Database (ORD), a public repository of structured organic reaction records. The reactants are CCO, CCOCC, CCOC(=O)COc1cc2cc(CC(C)C)sc2c(Cl)c1Cl, Cl, [Na+], [OH-], O. Product: CC(C)Cc1cc2cc(OCC(=O)O)c(Cl)c(Cl)c2s1. RXN SMILES: [CH3:26][CH2:27][OH:28].[CH3:30][CH2:31][O:32][CH2:33][CH3:34].[Cl:1][c:2]1[c:3]([O:16][CH2:17][C:18](=[O:19])[O:20][CH2:21][CH3:22])[cH:4][c:5]2[c:6]([s:7][c:8]([CH2:10][CH:11]([CH3:12])[CH3:13])[cH:9]2)[c:14]1[Cl:15].[ClH:25].[Na+:24].[OH-:23].[OH2:29]>>[Cl:1][c:2]1[c:3]([O:16][CH2:17][C:18](=[O:19])[OH:20])[cH:4][c:5]2[c:6]([s:7][c:8]([CH2:10][CH:11]([CH3:12])[CH3:13])[cH:9]2)[c:14]1[Cl:15]. The product is CCOc1ccc(C(C)(COCc2ccc(F)c(Oc3ccccc3)c2)C(F)(F)F)cc1. Reactants: COCCOC, CCOc1ccc(C(C)(CO)C(F)(F)F)cc1, Fc1ccc(CBr)cc1Oc1ccccc1, [H-], [I-], [Na+], [Na+]. Reaction SMILES: [CH2:38]([CH2:39][O:40][CH3:41])[O:42][CH3:43].[CH2:3]([CH3:4])[O:5][c:6]1[cH:7][cH:8][c:9]([C:12]([CH2:13][OH:14])([CH3:15])[C:16]([F:17])([F:18])[F:19])[cH:10][cH:11]1.[F:22][c:23]1[c:24]([O:31][c:32]2[cH:33][cH:34][cH:35][cH:36][cH:37]2)[cH:25][c:26]([CH2:27][Br:28])[cH:29][cH:30]1.[H-:1].[I-:21].[Na+:20].[Na+:2]>>[CH2:3]([CH3:4])[O:5][c:6]1[cH:7][cH:8][c:9]([C:12]([CH2:13][O:14][CH2:27][c:26]2[cH:25][c:24]([O:31][c:32]3[cH:33][cH:34][cH:35][cH:36][cH:37]3)[c:23]([F:22])[cH:30][cH:29]2)([CH3:15])[C:16]([F:17])([F:18])[F:19])[cH:10][cH:11]1. Reactants: C1(CC1)S(=O)(=O)C1=CC=C(C=C1)C(CC1CCOCC1)C1=CC=C(N1)C=1SC=C(N1)C1OC(OC1)(C)C (2-(5-{1-[4-(cyclopropylsulfonyl)phenyl]-2-(tetrahydro-2H-pyran-4-yl)ethyl}-1H-pyrrol-2-yl)-4-(2,2-dimethyl-1,3-dioxolan-4-yl)-1,3-thiazole), Cl (hydrochloric acid), C(O)([O-])=O.[Na+] (sodium hydrogen carbonate). Solvent: O1CCCC1 (tetrahydrofuran). Conditions: temperature 50 celsius, time 2 hour. The product is C1(CC1)S(=O)(=O)C1=CC=C(C=C1)C(CC1CCOCC1)C1=CC=C(N1)C=1SC=C(N1)C(CO)O (1-[2-(5-{1-[4-(cyclopropylsulfonyl)phenyl]-2-(tetrahydro-2H-pyran-4-yl)ethyl}-1H-pyrrol-2-yl)-1,3-thiazol-4-yl]ethane-1,2-diol). Isolated yield 1039.9%. RXN SMILES: [CH:1]1([S:4]([C:7]2[CH:12]=[CH:11][C:10]([CH:13]([C:21]3[NH:25][C:24]([C:26]4[S:27][CH:28]=[C:29]([CH:31]5[CH2:35][O:34]C(C)(C)[O:32]5)[N:30]=4)=[CH:23][CH:22]=3)[CH2:14][CH:15]3[CH2:20][CH2:19][O:18][CH2:17][CH2:16]3)=[CH:9][CH:8]=2)(=[O:6])=[O:5])[CH2:3][CH2:2]1.Cl.C(=O)([O-])O.[Na+]>O1CCCC1>[CH:1]1([S:4]([C:7]2[CH:12]=[CH:11][C:10]([CH:13]([C:21]3[NH:25][C:24]([C:26]4[S:27][CH:28]=[C:29]([CH:31]([OH:32])[CH2:35][OH:34])[N:30]=4)=[CH:23][CH:22]=3)[CH2:14][CH:15]3[CH2:20][CH2:19][O:18][CH2:17][CH2:16]3)=[CH:9][CH:8]=2)(=[O:5])=[O:6])[CH2:3][CH2:2]1 |f:2.3|. Reported procedure: A mixture of 2-(5-{1-[4-(cyclopropylsulfonyl)phenyl]-2-(tetrahydro-2H-pyran-4-yl)ethyl}-1H-pyrrol-2-yl)-4-(2,2-dimethyl-1,3-dioxolan-4-yl)-1,3-thiazole (0.19 g), 1M hydrochloric acid (4 mL) and tetrahydrofuran (6 mL) was stirred at 50° C. for 2 hr. To the reaction mixture was added saturated aqueous sodium hydrogen carbonate, and the mixture was extracted with ethyl acetate. The ethyl acetate layer was m washed with saturated brine, dried (MgSO4) and concentrated to give the title compound (1.83... The reactants are [OH-].[Na+] (NaOH), C(C)OC(C(CC1=CC=C(C=C1)O)(C)OC1=CC=C(C=C1)C)=O (2-(p-tolyloxy)-3-(4-hydroxyphenyl)-2-methyl-propionic acid ethyl ester), C1(=CC(=CC=C1)C=1OC(=C(N1)CCOS(=O)(=O)C1=CC=C(C=C1)C)C)C1=CC=CC=C1 (toluene-4-sulfonic acid 2-(2-biphenyl-3-yl-5-methyloxazol-4-yl)ethyl ester), C(=O)([O-])[O-].[K+].[K+] (K2CO3). The solvent is C(C)O (ethanol), C(C)O (ethanol). The product is C1(=CC(=CC=C1)C=1OC(=C(N1)CCOC1=CC=C(C=C1)CC(C(=O)O)(OC1=CC=C(C=C1)C)C)C)C1=CC=CC=C1 (3-{4-[2-(2-Biphenyl-3-yl-5-methyl-oxazol-4-yl)-ethoxy]-phenyl}-2-methyl-2-p-tolyloxy-propionic acid). Reaction SMILES: C(OC(=O)[C:5]([O:15][C:16]1[CH:21]=[CH:20][C:19]([CH3:22])=[CH:18][CH:17]=1)([CH3:14])[CH2:6][C:7]1[CH:12]=[CH:11][C:10]([OH:13])=[CH:9][CH:8]=1)C.[C:24]1([C:49]2[CH:54]=[CH:53][CH:52]=[CH:51][CH:50]=2)[CH:29]=[CH:28][CH:27]=[C:26]([C:30]2[O:31][C:32]([CH3:48])=[C:33]([CH2:35][CH2:36]OS(C3C=CC(C)=CC=3)(=O)=O)[N:34]=2)[CH:25]=1.[C:55]([O-:58])([O-])=[O:56].[K+].[K+].[OH-].[Na+]>C(O)C>[C:24]1([C:49]2[CH:50]=[CH:51][CH:52]=[CH:53][CH:54]=2)[CH:29]=[CH:28][CH:27]=[C:26]([C:30]2[O:31][C:32]([CH3:48])=[C:33]([CH2:35][CH2:36][O:13][C:10]3[CH:9]=[CH:8][C:7]([CH2:6][C:5]([CH3:14])([O:15][C:16]4[CH:17]=[CH:18][C:19]([CH3:22])=[CH:20][CH:21]=4)[C:55]([OH:58])=[O:56])=[CH:12][CH:11]=3)[N:34]=2)[CH:25]=1 |f:2.3.4,5.6|. Procedure details: A mixture 2-(p-tolyloxy)-3-(4-hydroxyphenyl)-2-methyl-propionic acid ethyl ester (0.030 mmol) (see Ex 35, Part D), toluene-4-sulfonic acid 2-(2-biphenyl-3-yl-5-methyloxazol-4-yl)ethyl ester (0.030 mmol) (see Ex. 2, Part F) and 325 mesh K2CO3 (0.084 g, 0.60 mmol) in ethanol (2 mL) was heated to reflux for 24 h under N2. Aqueous 5N NaOH (0.5 mL) and additional ethanol (1 mL) was added to the reaction mixture and it was heated at reflux for an additional 2 h. The reaction was cooled and the solvent... Reactants: CC(C)(C)OC(=O)N1CCC(c2ccc(Nc3ncc4ccc(-c5ccc(S(C)(=O)=O)cc5)n4n3)cc2)CC1, ClCCl, O=C(O)C(F)(F)F. Yields the product CS(=O)(=O)c1ccc(-c2ccc3cnc(Nc4ccc(C5CCNCC5)cc4)nn23)cc1. RXN SMILES: [C:1]([O:2][C:3](=[O:4])[N:8]1[CH2:9][CH2:10][CH:11]([c:14]2[cH:15][cH:16][c:17]([NH:20][c:21]3[n:22][n:23]4[c:24]([cH:25][n:26]3)[cH:27][cH:28][c:29]4-[c:30]3[cH:31][cH:32][c:33]([S:36](=[O:37])(=[O:38])[CH3:39])[cH:34][cH:35]3)[cH:18][cH:19]2)[CH2:12][CH2:13]1)([CH3:5])([CH3:6])[CH3:7].[Cl:47][CH2:48][Cl:49].[OH:40][C:41]([C:42]([F:43])([F:44])[F:45])=[O:46]>>[NH:8]1[CH2:9][CH2:10][CH:11]([c:14]2[cH:15][cH:16][c:17]([NH:20][c:21]3[n:22][n:23]4[c:24]([cH:25][n:26]3)[cH:27][cH:28][c:29]4-[c:30]3[cH:31][cH:32][c:33]([S:36](=[O:37])(=[O:38])[CH3:39])[cH:34][cH:35]3)[cH:18][cH:19]2)[CH2:12][CH2:13]1. The reactants are C[Si](C)(C)CCS, CCO, [Cl-], O=C(O)c1cc([N+](=O)[O-])c(F)c(Cl)c1F, [K+], [K+], [NH4+], O=C([O-])[O-], O. The product is C[Si](C)(C)CCSc1c([N+](=O)[O-])cc(C(=O)O)c(F)c1Cl. As a reaction SMILES: [CH3:22][Si:23]([CH2:24][CH2:25][SH:26])([CH3:27])[CH3:28].[CH3:31][CH2:32][OH:33].[Cl-:29].[Cl:1][c:2]1[c:3]([F:15])[c:4]([C:5](=[O:6])[OH:7])[cH:8][c:9]([N+:12](=[O:13])[O-:14])[c:10]1[F:11].[K+:16].[K+:17].[NH4+:30].[O-:18][C:19]([O-:20])=[O:21].[OH2:34]>>[Cl:1][c:2]1[c:3]([F:15])[c:4]([C:5](=[O:6])[OH:7])[cH:8][c:9]([N+:12](=[O:13])[O-:14])[c:10]1[S:26][CH2:25][CH2:24][Si:23]([CH3:22])([CH3:27])[CH3:28].